This data is from the Open Reaction Database (ORD), a public repository of structured organic reaction records. The task is: describe an organic reaction: reactants, conditions, products, and yield Starting materials: COC(=O)C=1N(C(C2=CC=C(C=C2C1C1=CC=CC=C1)Br)=O)CC1=CC2=C(OCO2)C=C1 (2-(benzo[1,3]dioxol-5-ylmethyl)-6-bromo-1-oxo-4-phenyl-1,2-dihydroisoquinoline-3-carboxylic acid methyl ester), C1(=CC=CC=C1)B(O)O (phenylboronic acid), C1(=CC=CC=C1)C (toluene), C([O-])([O-])=O.[Na+].[Na+] (sodium carbonate), OB(C1=CC=CC=C1)O (dihydroxyphenylborane), C([O-])([O-])=O.[Na+].[Na+] (sodium carbonate). The reagents and catalysts are C=1C=CC(=CC1)[P](C=2C=CC=CC2)(C=3C=CC=CC3)[Pd]([P](C=4C=CC=CC4)(C=5C=CC=CC5)C=6C=CC=CC6)([P](C=7C=CC=CC7)(C=8C=CC=CC8)C=9C=CC=CC9)[P](C=1C=CC=CC1)(C=1C=CC=CC1)C=1C=CC=CC1 (tetrakis(triphenylphosphine)palladium(0)), C=1C=CC(=CC1)[P](C=2C=CC=CC2)(C=3C=CC=CC3)[Pd]([P](C=4C=CC=CC4)(C=5C=CC=CC5)C=6C=CC=CC6)([P](C=7C=CC=CC7)(C=8C=CC=CC8)C=9C=CC=CC9)[P](C=1C=CC=CC1)(C=1C=CC=CC1)C=1C=CC=CC1 (tetrakis(triphenylphosphine)palladium(0)). The solvent is C(C)O (ethanol), C(C)O (ethanol), O (Water). Yields the product COC(=O)C=1N(C(C2=CC=C(C=C2C1C1=CC=CC=C1)C1=CC=CC=C1)=O)CC1=CC2=C(OCO2)C=C1 (2-(benzo[1,3]dioxol-5-ylmethyl)-1-oxo-4,6-diphenyl-1,2-dihydroisoquinoline-3-carboxylic acid methyl ester). Isolated yield 87.2%. As a reaction SMILES: [CH3:1][O:2][C:3]([C:5]1[N:6]([CH2:23][C:24]2[CH:32]=[CH:31][C:27]3[O:28][CH2:29][O:30][C:26]=3[CH:25]=2)[C:7](=[O:22])[C:8]2[C:13]([C:14]=1[C:15]1[CH:20]=[CH:19][CH:18]=[CH:17][CH:16]=1)=[CH:12][C:11](Br)=[CH:10][CH:9]=2)=[O:4].[C:33]1(B(O)O)[CH:38]=[CH:37][CH:36]=[CH:35][CH:34]=1.C1(C)C=CC=CC=1.C(=O)([O-])[O-].[Na+].[Na+]>C1C=CC([P]([Pd]([P](C2C=CC=CC=2)(C2C=CC=CC=2)C2C=CC=CC=2)([P](C2C=CC=CC=2)(C2C=CC=CC=2)C2C=CC=CC=2)[P](C2C=CC=CC=2)(C2C=CC=CC=2)C2C=CC=CC=2)(C2C=CC=CC=2)C2C=CC=CC=2)=CC=1.O.C(O)C>[CH3:1][O:2][C:3]([C:5]1[N:6]([CH2:23][C:24]2[CH:32]=[CH:31][C:27]3[O:28][CH2:29][O:30][C:26]=3[CH:25]=2)[C:7](=[O:22])[C:8]2[C:13]([C:14]=1[C:15]1[CH:20]=[CH:19][CH:18]=[CH:17][CH:16]=1)=[CH:12][C:11]([C:33]1[CH:38]=[CH:37][CH:36]=[CH:35][CH:34]=1)=[CH:10][CH:9]=2)=[O:4] |f:3.4.5,^1:58,60,79,98|. Reported procedure: A mixture of 2-(benzo[1,3]dioxol-5-ylmethyl)-6-bromo-1-oxo-4-phenyl-1,2-dihydroisoquinoline-3-carboxylic acid methyl ester (300 mg), phenylboronic acid (100 mg), tetrakis(triphenylphosphine)palladium(0) (35 mg), toluene (6 ml), ethanol (0.8 ml) and 2M aqueous sodium carbonate solution (0.8 ml) was heated under reflux under a nitrogen atmosphere for 6 hrs. To the reaction mixture were further added dihydroxyphenylborane (100 mg), tetrakis(triphenylphosphine)palladium(0) (35 mg), ethanol (0.8 ml) ... Starting materials: O (water), C(C)OC1=C(C(=CC(=C1)CC=1C(=NC(=NC1)N)N)OCC)C1=CC(=C(C=C1)C)[N+](=O)[O-] (5-(2,6-Diethoxy-4′-methyl-3′-nitro-biphenyl-4-ylmethyl)-pyrimidine-2,4-diamine), C(C)O (ethanol). The reagents and catalysts are [Pd] (Pd/C). Run in C(C)(=O)O (acetic acid). Reaction conditions: time 30 minute. Product: NC=1C=C(C=CC1C)C1=C(C=C(C=C1OCC)CC=1C(=NC(=NC1)N)N)OCC (5-(3′-Amino-2,6-diethoxy-4′-methyl-biphenyl-4-ylmethyl)-pyrimidine-2,4-diamine). As a reaction SMILES: [CH2:1]([O:3][C:4]1[CH:9]=[C:8]([CH2:10][C:11]2[C:12]([NH2:18])=[N:13][C:14]([NH2:17])=[N:15][CH:16]=2)[CH:7]=[C:6]([O:19][CH2:20][CH3:21])[C:5]=1[C:22]1[CH:27]=[CH:26][C:25]([CH3:28])=[C:24]([N+:29]([O-])=O)[CH:23]=1)[CH3:2].O.C(O)C>C(O)(=O)C.[Pd]>[NH2:29][C:24]1[CH:23]=[C:22]([C:5]2[C:4]([O:3][CH2:1][CH3:2])=[CH:9][C:8]([CH2:10][C:11]3[C:12]([NH2:18])=[N:13][C:14]([NH2:17])=[N:15][CH:16]=3)=[CH:7][C:6]=2[O:19][CH2:20][CH3:21])[CH:27]=[CH:26][C:25]=1[CH3:28]. Procedure: 5-(2,6-Diethoxy-4′-methyl-3′-nitro-biphenyl-4-ylmethyl)-pyrimidine-2,4-diamine (105 mg; 0.25 mmol) is dissolved in acetic acid conc. (6 ml), water (0.3 ml) and ethanol (1.5 ml) and hydrogenated over Pd/C 10% (85 mg). The catalyst is then filtered off with suction and rinsed thoroughly with ethanol and the solvent is evaporated off. The residue is taken up in water (20 ml) and the pH is adjusted to approx. 9-10 with NH4OH conc., whereupon the product precipitates out. After stirring for 30 minute... Starting materials: N(=[N+]=[N-])[C@H]1[C@@H](C(N1)=O)NC(C1=CC=CC=C1)(C1=CC=CC=C1)C1=CC=CC=C1 ((3S,4S)-4-azido-3-tritylamino-2-oxoazetidine), O.C1(=CC=C(C=C1)S(=O)(=O)O)C (p-toluenesulfonic acid monohydrate). Run in CC(=O)C (acetone). Product: N[C@@H]1C(N[C@H]1N=[N+]=[N-])=O ((3S,4S)-3-amino-4-azido-2-oxoazetidine). As a reaction SMILES: [N:1]([C@@H:4]1[NH:7][C:6](=[O:8])[C@H:5]1[NH:9]C(C1C=CC=CC=1)(C1C=CC=CC=1)C1C=CC=CC=1)=[N+:2]=[N-:3].O.C1(C)C=CC(S(O)(=O)=O)=CC=1>CC(C)=O>[NH2:9][C@H:5]1[C@H:4]([N:1]=[N+:2]=[N-:3])[NH:7][C:6]1=[O:8] |f:1.2|. Procedure details: To a solution of 1.3 g of (3S,4S)-4-azido-3-tritylamino-2-oxoazetidine in 15 ml of acetone is added 0.736 g of p-toluenesulfonic acid monohydrate. The mixture is treated in a same manner to Reference Example 45B to give 0.886 g of tosyl salt of (3S,4S)-3-amino-4-azido-2-oxoazetidine.